From a dataset of the Open Reaction Database (ORD), a public repository of structured organic reaction records. describe an organic reaction: reactants, conditions, products, and yield Starting materials: COC1=CC=2N=C3C(C=CC(=C3SC2C=C1)S(=O)(=O)C)=O (2-methoxy-6-methylsulphonyl-9-oxophenothiazine). The reagents and catalysts are [Zn] (zinc). Solvent: CN(C=O)C (dimethylformamide), C(C)(=O)O (acetic acid). Yields the product COC1=CC=2NC3=CC=CC(=C3SC2C=C1)S(=O)(=O)C (2-Methoxy-6-methylsulphonylphenothiazine). Yield: 35.7%. As a reaction SMILES: [CH3:1][O:2][C:3]1[CH:16]=[CH:15][C:14]2[S:13][C:12]3[C:7]([C:8](=O)[CH:9]=[CH:10][C:11]=3[S:17]([CH3:20])(=[O:19])=[O:18])=[N:6][C:5]=2[CH:4]=1>CN(C)C=O.C(O)(=O)C.[Zn]>[CH3:1][O:2][C:3]1[CH:16]=[CH:15][C:14]2[S:13][C:12]3[C:7](=[CH:8][CH:9]=[CH:10][C:11]=3[S:17]([CH3:20])(=[O:19])=[O:18])[NH:6][C:5]=2[CH:4]=1. Reported procedure: 2-Methoxy-6-methylsulphonylphenothiazine (m.p. 204°-206°C.; 16.05 g.) is prepared by reduction of 2-methoxy-6-methylsulphonyl-9-oxophenothiazine (47 g.) by means of zinc powder (28 g.) in dimethylformamide (175 cc.), acetic acid (73 cc.) and distilled water (73 cc.). Starting materials: Br, CO, O=C(Cl)c1cccc(OC(F)(F)F)c1, c1ccncc1, Nc1nnc(-c2ccc(Oc3cccnc3)cc2)o1. Yields the product O=C(Nc1nnc(-c2ccc(Oc3cccnc3)cc2)o1)c1cccc(OC(F)(F)F)c1. RXN SMILES: [BrH:1].[CH3:41][OH:42].[F:21][C:22]([O:23][c:24]1[cH:25][c:26]([C:27](=[O:28])[Cl:29])[cH:30][cH:31][cH:32]1)([F:33])[F:34].[cH:35]1[cH:36][cH:37][n:38][cH:39][cH:40]1.[n:2]1[cH:3][c:4]([O:8][c:9]2[cH:10][cH:11][c:12](-[c:15]3[n:16][n:17][c:18]([NH2:20])[o:19]3)[cH:13][cH:14]2)[cH:5][cH:6][cH:7]1>>[n:2]1[cH:3][c:4]([O:8][c:9]2[cH:10][cH:11][c:12](-[c:15]3[n:16][n:17][c:18]([NH:20][C:27]([c:26]4[cH:25][c:24]([O:23][C:22]([F:21])([F:33])[F:34])[cH:32][cH:31][cH:30]4)=[O:28])[o:19]3)[cH:13][cH:14]2)[cH:5][cH:6][cH:7]1. Reactants: ClC=1C=C(C(=O)N[C@@H](CC(=O)OC2CCCCC2)C2=NN=C3N2C2=C(C(=NC3)C3=C(C=CC=C3)Cl)C=C(S2)CC)C=CC1Cl (Cyclohexyl (S)-(+)-3-(3,4-dichlorobenzoylamino)-3-(4-(2-chlorophenyl)-2-ethyl-6H-thieno[3,2-f] [1,2,4]triazolo[4,3-a] [1,4]diazepin-9-yl)propionate), [OH-].[Na+] (sodium hydroxide). Run in CO (methanol). Reaction conditions: time 3 hour. Yields the product ClC=1C=C(C(=O)N[C@@H](CC(=O)O)C2=NN=C3N2C2=C(C(=NC3)C3=C(C=CC=C3)Cl)C=C(S2)CC)C=CC1Cl ((S)-(+)-3-(3,4-dichlorobenzoylamino)-3-(4-(2-chlorophenyl)-2-ethyl-6H-thieno[3,2-f] [1,2,4]triazolo[4,3-a] [1,4]diazepin-9-yl)propionic acid). Isolated yield 27.3%. Reaction SMILES: [Cl:1][C:2]1[CH:3]=[C:4]([CH:41]=[CH:42][C:43]=1[Cl:44])[C:5]([NH:7][C@H:8]([C:19]1[N:23]2[C:24]3[S:38][C:37]([CH2:39][CH3:40])=[CH:36][C:25]=3[C:26]([C:29]3[CH:34]=[CH:33][CH:32]=[CH:31][C:30]=3[Cl:35])=[N:27][CH2:28][C:22]2=[N:21][N:20]=1)[CH2:9][C:10]([O:12]C1CCCCC1)=[O:11])=[O:6].[OH-].[Na+]>CO>[Cl:1][C:2]1[CH:3]=[C:4]([CH:41]=[CH:42][C:43]=1[Cl:44])[C:5]([NH:7][C@H:8]([C:19]1[N:23]2[C:24]3[S:38][C:37]([CH2:39][CH3:40])=[CH:36][C:25]=3[C:26]([C:29]3[CH:34]=[CH:33][CH:32]=[CH:31][C:30]=3[Cl:35])=[N:27][CH2:28][C:22]2=[N:21][N:20]=1)[CH2:9][C:10]([OH:12])=[O:11])=[O:6] |f:1.2|. Reported procedure: Cyclohexyl (S)-(+)-3-(3,4-dichlorobenzoylamino)-3-(4-(2-chlorophenyl)-2-ethyl-6H-thieno[3,2-f] [1,2,4]triazolo[4,3-a] [1,4]diazepin-9-yl)propionate (0.40 g) obtained in Example 270 was dissolved in methanol (5 ml). A 2N aqueous sodium hydroxide solution (0.6 ml) was added, and the mixture was stirred for 3 hours. The solvent was evaporated. Water was added and the mixture was washed with ethyl acetate. Citric acid was added to the aqueous layer to make the layer acidic. The mixture was extracted... Reactants: ClCCCl, CNCc1cccc2c1ccn2C, CCN(C(C)C)C(C)C, Cl, Cl, O=C(O)C=Cc1cnc2c(c1)CCC(=O)N2, CN(C)C=O, O, On1nnc2ccccc21. The product is CN(Cc1cccc2c1ccn2C)C(=O)C=Cc1cnc2c(c1)CCC(=O)N2. RXN SMILES: [CH2:50]([Cl:51])[CH2:52][Cl:53].[CH3:1][NH:2][CH2:3][c:4]1[c:5]2[cH:6][cH:7][n:8]([CH3:13])[c:9]2[cH:10][cH:11][cH:12]1.[CH:41]([N:42]([CH2:43][CH3:44])[CH:45]([CH3:46])[CH3:47])([CH3:48])[CH3:49].[ClH:14].[ClH:54].[O:15]=[C:16]1[CH2:17][CH2:18][c:19]2[cH:20][c:21]([CH:26]=[CH:27][C:28](=[O:29])[OH:30])[cH:22][n:23][c:24]2[NH:25]1.[O:55]=[CH:56][N:57]([CH3:58])[CH3:59].[OH2:60].[OH:31][n:32]1[c:33]2[c:34]([cH:35][cH:36][cH:37][cH:38]2)[n:39][n:40]1>>[CH3:1][N:2]([CH2:3][c:4]1[c:5]2[cH:6][cH:7][n:8]([CH3:13])[c:9]2[cH:10][cH:11][cH:12]1)[C:28]([CH:27]=[CH:26][c:21]1[cH:20][c:19]2[c:24]([n:23][cH:22]1)[NH:25][C:16](=[O:15])[CH2:17][CH2:18]2)=[O:29]. The reactants are IC1=CC=C(CNN)C=C1 (p-iodobenzylhydrazine), C(C)OC(C=C(OCC)N)=O (β-amino-β-ethoxyacrylic acid ethyl ester), C1(=CC=C(C=C1)S(=O)(=O)O)C (p-toluenesulphonic acid). The solvent is C(C)O (ethanol), C(C)O (ethanol). Run at time 8 hour. Product: NC=1NN(C(C1)=O)CC1=CC=C(C=C1)I (3-Amino-1-(4-iodobenzyl)-pyrazol-5-one). As a reaction SMILES: [I:1][C:2]1[CH:10]=[CH:9][C:5]([CH2:6][NH:7][NH2:8])=[CH:4][CH:3]=1.C([O:13][C:14](=O)[CH:15]=[C:16]([NH2:20])OCC)C.C1(C)C=CC(S(O)(=O)=O)=CC=1>C(O)C>[NH2:20][C:16]1[NH:8][N:7]([CH2:6][C:5]2[CH:9]=[CH:10][C:2]([I:1])=[CH:3][CH:4]=2)[C:14](=[O:13])[CH:15]=1. Procedure details: A solution of 25.5 g of p-iodobenzylhydrazine in 100 ml of ethanol was added dropwise, under nitrogen, to a solution of 16.2 g of β-amino-β-ethoxyacrylic acid ethyl ester and 1 g of p-toluenesulphonic acid in 250 ml of ethanol. After stirring overnight, the solvent was distilled off in vacuo and the compound identified above was obtained as a residue and recrystallised from ethanol. Melting point: 158°, 15 g (47%). Reactants: Cc1cc2c(N3CCN(C)CC3)cccc2[nH]1, CN(C)C=O, [Na+], [OH-]. The product is Cc1[nH]c2cccc(N3CCN(C)CC3)c2c1C=O. As a reaction SMILES: [CH3:1][N:2]1[CH2:3][CH2:4][N:5]([c:8]2[c:9]3[cH:10][c:11]([CH3:17])[nH:12][c:13]3[cH:14][cH:15][cH:16]2)[CH2:6][CH2:7]1.[CH3:20][N:21]([CH:22]=[O:23])[CH3:24].[Na+:19].[OH-:18]>>[CH3:1][N:2]1[CH2:3][CH2:4][N:5]([c:8]2[c:9]3[c:10]([CH:22]=[O:23])[c:11]([CH3:17])[nH:12][c:13]3[cH:14][cH:15][cH:16]2)[CH2:6][CH2:7]1. Reactants: CNC, Cc1ccccc1, COc1cccc(C2(CCCl)C=CCCC2)c1. The product is COc1cccc(C2(CCN(C)C)C=CCCC2)c1. Reaction SMILES: [CH3:18][NH:19][CH3:20].[CH3:21][c:22]1[cH:23][cH:24][cH:25][cH:26][cH:27]1.[Cl:1][CH2:2][CH2:3][C:4]1([c:10]2[cH:11][c:12]([O:16][CH3:17])[cH:13][cH:14][cH:15]2)[CH:5]=[CH:6][CH2:7][CH2:8][CH2:9]1>>[CH2:2]([CH2:3][C:4]1([c:10]2[cH:11][c:12]([O:16][CH3:17])[cH:13][cH:14][cH:15]2)[CH:5]=[CH:6][CH2:7][CH2:8][CH2:9]1)[N:19]([CH3:18])[CH3:20].